Dataset: the Open Reaction Database (ORD), a public repository of structured organic reaction records. Task: describe an organic reaction: reactants, conditions, products, and yield The reagents and catalysts are CN(C)C=1C=CN=CC1 (DMAP). Run in C(Cl)Cl (methylene chloride), C(Cl)Cl (methylene chloride). The reactants are Cl.C(C)N=C=NCCCN(C)C (1-ethyl-3-(3-dimethylaminopropyl)carbodiimide hydrochloride), C(C)O[C@@H](CC1=CC=C(OCC(=O)O)C=C1)C(=O)OCC ({4-[(2S)-2,3-diethoxy-3-oxopropyl]phenoxy}acetic acid), Cl.C1(CCCCC1)CNCCCCCCC (N-(cyclohexylmethyl)-N-heptylamine hydrochloride). RXN SMILES: [CH2:1]([O:3][C@H:4]([C:17]([O:19][CH2:20][CH3:21])=[O:18])[CH2:5][C:6]1[CH:16]=[CH:15][C:9]([O:10][CH2:11][C:12]([OH:14])=O)=[CH:8][CH:7]=1)[CH3:2].Cl.[CH:23]1([CH2:29][NH:30][CH2:31][CH2:32][CH2:33][CH2:34][CH2:35][CH2:36][CH3:37])[CH2:28][CH2:27][CH2:26][CH2:25][CH2:24]1.Cl.C(N=C=NCCCN(C)C)C>C(Cl)Cl.CN(C1C=CN=CC=1)C>[CH:23]1([CH2:29][N:30]([CH2:31][CH2:32][CH2:33][CH2:34][CH2:35][CH2:36][CH3:37])[C:12](=[O:14])[CH2:11][O:10][C:9]2[CH:8]=[CH:7][C:6]([CH2:5][C@H:4]([O:3][CH2:1][CH3:2])[C:17]([O:19][CH2:20][CH3:21])=[O:18])=[CH:16][CH:15]=2)[CH2:28][CH2:27][CH2:26][CH2:25][CH2:24]1 |f:1.2,3.4|. Run at time 8 hour. Procedure: To a solution of {4-[(2S)-2,3-diethoxy-3-oxopropyl]phenoxy}acetic acid (0.108 g, 0.36 mmol) in methylene chloride (3.6 mL) were added N-(cyclohexylmethyl)-N-heptylamine hydrochloride (0.090 g, 0.36 mmol) and DMAP (0.098 g, 0.80 mmol) followed by 1-ethyl-3-(3-dimethylaminopropyl)carbodiimide hydrochloride (0.070 g, 0.36 mmol) and the reaction mixture was stirred at room temperature overnight. The mixture was diluted with methylene chloride (25 mL) and the organic phase was washed with 5% HCl (3×2... Isolated yield 58.4%. Product: C1(CCCCC1)CN(C(COC1=CC=C(C=C1)C[C@@H](C(=O)OCC)OCC)=O)CCCCCCC (Ethyl(2S)-3-(4-{2-[(cyclohexylmethyl)(heptyl)amino]-2-oxoethoxy}phenyl)-2-ethoxypropanoate). Reactants: ClC1=NC=CC=C1C1=CC=CC=C1 (2-chloro-3-phenylpyridine), N1CCNCC1 (piperazine), C(C)(C)O (isopropanol), Cl (HCl). The product is N1(CCNCC1)C1=NC=CC=C1C=O (2-(1-Piperazinyl)pyridine-3-carboxaldehyde). Reaction SMILES: Cl[C:2]1[C:7]([C:8]2C=CC=CC=2)=[CH:6][CH:5]=[CH:4][N:3]=1.[NH:14]1[CH2:19][CH2:18][NH:17][CH2:16][CH2:15]1.Cl.C([OH:24])(C)C>>[N:14]1([C:2]2[C:7]([CH:8]=[O:24])=[CH:6][CH:5]=[CH:4][N:3]=2)[CH2:19][CH2:18][NH:17][CH2:16][CH2:15]1. Procedure: A solution of 2-chloro-3-pyridinecarboxaldehyde (VI; 6.4 g, 0.05 mole) and piperazine (19.4 g, 0.23 mole) was refluxed 5 hr in isopropanol (250 mL). The reaction mixture was concentrated in vacuo to a syrup which was partitioned between methylene chloride and water. The organic phase was isolated, washed with water (3×500 mL), dried (MgSO4), filtered, and concentrated in vacuo to a syrup which was flash chromatographed (10% methanol-methylene chloride). The appropriate fractions were combined, c... Starting materials: COc1ccc(C(=O)O)cc1C=Cc1ccc(OC(F)(F)F)cc1, CC(N)CO. Yields the product COc1ccc(C(=O)NC(C)CO)cc1C=Cc1ccc(OC(F)(F)F)cc1. As a reaction SMILES: [CH3:1][O:2][c:3]1[c:4]([CH:12]=[CH:13][c:14]2[cH:15][cH:16][c:17]([O:20][C:21]([F:22])([F:23])[F:24])[cH:18][cH:19]2)[cH:5][c:6]([C:7](=[O:8])[OH:9])[cH:10][cH:11]1.[NH2:25][CH:26]([CH2:27][OH:28])[CH3:29]>>[CH3:1][O:2][c:3]1[c:4]([CH:12]=[CH:13][c:14]2[cH:15][cH:16][c:17]([O:20][C:21]([F:22])([F:23])[F:24])[cH:18][cH:19]2)[cH:5][c:6]([C:7](=[O:9])[NH:25][CH:26]([CH2:27][OH:28])[CH3:29])[cH:10][cH:11]1.